describe an organic reaction: reactants, conditions, products, and yield From a dataset of the Open Reaction Database (ORD), a public repository of structured organic reaction records. Starting materials: ClC1=NC(=C2NC=NC2=N1)NC1=CC=C(C=C1)F (2-chloro-6-(4-fluoro-phenyl-amino)-purine), C([O-])([O-])=O.[Cs+].[Cs+] (caesium carbonate), C(C)(C)I (isopropyl iodide), O1CCOCC1 (dioxane). Run in mixture, CN(C)C=O (DMF), O (water), C(C)(=O)OCC (ethyl acetate). The product is ClC1=NC(=C2N=CN(C2=N1)C(C)C)NC1=CC=C(C=C1)F (2-chloro-9-isopropyl-6-(4-fluoro-phenyl-amino)-9H-purine). Reaction SMILES: [Cl:1][C:2]1[N:10]=[C:9]2[C:5]([NH:6][CH:7]=[N:8]2)=[C:4]([NH:11][C:12]2[CH:17]=[CH:16][C:15]([F:18])=[CH:14][CH:13]=2)[N:3]=1.C(=O)([O-])[O-].[Cs+].[Cs+].[CH:25](I)([CH3:27])[CH3:26].O1CCOCC1>C(OCC)(=O)C.CN(C=O)C.O>[Cl:1][C:2]1[N:10]=[C:9]2[C:5]([N:6]=[CH:7][N:8]2[CH:25]([CH3:27])[CH3:26])=[C:4]([NH:11][C:12]2[CH:13]=[CH:14][C:15]([F:18])=[CH:16][CH:17]=2)[N:3]=1 |f:1.2.3|. Procedure details: A mixture comprising 1 g (3.3 mmol) of 2-chloro-6-(4-fluoro-phenyl-amino)-purine, 2.1 g (6.6 mmol) of caesium carbonate and 2 ml of isopropyl iodide is stirred in 32 ml of a mixture comprising dioxane, water and DMF in a ratio of 2:3:7 at 100° C. for 20 h. Thereafter, the reaction mixture is diluted with ethyl acetate and the organic phase is washed with water. After drying over sodium sulfate and removal of the solvent, the residue is chromatographed over silica gel (mobile phase: ethyl acetate... Starting materials: [Li+].CCC[CH2-] (N-butyllithium), BrC=1C=CC(=C(C1)C(C=1C(=NC(=CC1)F)F)O[Si](C)(C)C(C)(C)C)OC (3-((5-bromo-2-methoxyphenyl)(tert-butyldimethylsilyloxy)methyl)-2,6-difluoropyridine), C(CCC)[Sn](CCCC)(CCCC)Cl (Tributyltin chloride). Run in C1CCOC1 (THF). The product is BrC=1C=CC(=C(C1)C(C=1C(=NC(=C(C1)[Sn](CCCC)(CCCC)CCCC)F)F)O[Si](C)(C)C(C)(C)C)OC (3-((5-bromo-2-methoxyphenyl)(tert-butyldimethylsilyloxy)methyl)-2,6-difluoro-5-(tributylstannyl)pyridine). Reaction SMILES: [Li+].CCC[CH2-].[Br:6][C:7]1[CH:8]=[CH:9][C:10]([O:30][CH3:31])=[C:11]([CH:13]([O:22][Si:23]([C:26]([CH3:29])([CH3:28])[CH3:27])([CH3:25])[CH3:24])[C:14]2[C:15]([F:21])=[N:16][C:17]([F:20])=[CH:18][CH:19]=2)[CH:12]=1.[CH2:32]([Sn:36](Cl)([CH2:41][CH2:42][CH2:43][CH3:44])[CH2:37][CH2:38][CH2:39][CH3:40])[CH2:33][CH2:34][CH3:35]>C1COCC1>[Br:6][C:7]1[CH:8]=[CH:9][C:10]([O:30][CH3:31])=[C:11]([CH:13]([O:22][Si:23]([C:26]([CH3:27])([CH3:28])[CH3:29])([CH3:24])[CH3:25])[C:14]2[C:15]([F:21])=[N:16][C:17]([F:20])=[C:18]([Sn:36]([CH2:37][CH2:38][CH2:39][CH3:40])([CH2:41][CH2:42][CH2:43][CH3:44])[CH2:32][CH2:33][CH2:34][CH3:35])[CH:19]=2)[CH:12]=1 |f:0.1|. Procedure details: DIPA (1.2 mL, 8.49 mmol) (freshly distilled) was dissolved in dry THF (40 mL) under nitrogen and cooled in a dry ice bath to −78°. N-butyllithium solution (2.5 m in hexanes, 3.0 mL, 7.50 mmol) was added and the solution stirred for a few minutes. A solution of 3-((5-bromo-2-methoxyphenyl)(tert-butyldimethylsilyloxy)methyl)-2,6-difluoropyridine (3.20 g, 7.20 mmol) in dry THF (20 mL) was added dropwise via an addition funnel and the solution stirred for 1 hour. Tributyltin chloride (2.0 mL, 7.37 m...